Task: describe an organic reaction: reactants, conditions, products, and yield. Dataset: the Open Reaction Database (ORD), a public repository of structured organic reaction records Starting materials: CN (methyl amine), solution, CC(CC)(C)C1=NN(C(=C1)NC1=C(C(=O)O)C=CC=N1)C1=C(C(=CC=C1)F)OC (2-{[3-(1,1-dimethylpropyl)-1-(3-fluoro-2-methoxyphenyl)-1H-pyrazol-5-yl]amino}nicotinic acid), CC#N (CH3CN), C(C(=O)Cl)(=O)Cl (oxalyl chloride). The reagents and catalysts are CN(C=O)C (dimethyl formamide). Run in O (water). Reaction conditions: time 1 hour. Yields the product CC(CC)(C)C1=NN(C(=C1)NC1=C(C(=O)N(C)C)C=CC=N1)C1=C(C(=CC=C1)F)OC (2-{[3-(1,1-dimethylpropyl)-1-(3-fluoro-2-methoxyphenyl)-1H-Pyrazol-5-yl]amino}-N,N-dimethylnicotinamide). The yield is 70.0%. Reaction SMILES: [CH3:1][C:2]([C:6]1[CH:10]=[C:9]([NH:11][C:12]2[N:20]=[CH:19][CH:18]=[CH:17][C:13]=2[C:14](O)=[O:15])[N:8]([C:21]2[CH:26]=[CH:25][CH:24]=[C:23]([F:27])[C:22]=2[O:28][CH3:29])[N:7]=1)([CH3:5])[CH2:3][CH3:4].C(Cl)(=O)C(Cl)=O.[CH3:36]N.C[C:39]#[N:40]>CN(C)C=O.O>[CH3:5][C:2]([C:6]1[CH:10]=[C:9]([NH:11][C:12]2[N:20]=[CH:19][CH:18]=[CH:17][C:13]=2[C:14]([N:40]([CH3:39])[CH3:36])=[O:15])[N:8]([C:21]2[CH:26]=[CH:25][CH:24]=[C:23]([F:27])[C:22]=2[O:28][CH3:29])[N:7]=1)([CH3:1])[CH2:3][CH3:4]. Procedure: To a solution 2-{[3-(1,1-dimethylpropyl)-1-(3-fluoro-2-methoxyphenyl)-1H-pyrazol-5-yl]amino}nicotinic acid, (Example 140, synthesized in a manner similar to that of Example 8, 50 mg, 0.13 mmol) in CH3CN (1 mL) was added 1 drop of dimethyl formamide followed by oxalyl chloride (9 μL, 0.13 mmol). The mixture was stirred at rt for 1 h, followed by addition of methyl amine (16 μL of a 40% solution in water, 0.25 mmol). The mixture was again stirred at rt for 1 h and concentrated to dryness. The resi... Reactants: [I-].[Na+] (sodium iodide), ClCCCCCC[C@H]1[C@H]2[C@@H]3CCC([C@@]3(C)C[C@@H]([C@@H]2C=2C=CC(=CC2C1)O)F)=O (7α-(6-chlorohexyl)-11β-fluoro-3-hydroxy-estra-1,3,5(10)-trien-17-one), O (water). Run in CC(=O)CC (ethyl methyl ketone). Reaction conditions: temperature 90 celsius, time 8 hour. The product is F[C@@H]1[C@@H]2C=3C=CC(=CC3C[C@H]([C@H]2[C@@H]2CCC([C@@]2(C)C1)=O)CCCCCCI)O (11β-fluoro-3-hydroxy-7α-(6-iodohexyl)-estra-1,3,5(10)-trien-17-one). The yield is 102.8%. RXN SMILES: Cl[CH2:2][CH2:3][CH2:4][CH2:5][CH2:6][CH2:7][C@@H:8]1[CH2:25][C:24]2[CH:23]=[C:22]([OH:26])[CH:21]=[CH:20][C:19]=2[C@@H:18]2[C@@H:9]1[C@H:10]1[C@@:14]([CH2:16][C@@H:17]2[F:27])([CH3:15])[C:13](=[O:28])[CH2:12][CH2:11]1.[I-:29].[Na+].O>CC(CC)=O>[F:27][C@H:17]1[CH2:16][C@@:14]2([CH3:15])[C@@H:10]([CH2:11][CH2:12][C:13]2=[O:28])[C@H:9]2[C@H:18]1[C:19]1[CH:20]=[CH:21][C:22]([OH:26])=[CH:23][C:24]=1[CH2:25][C@H:8]2[CH2:7][CH2:6][CH2:5][CH2:4][CH2:3][CH2:2][I:29] |f:1.2|. Procedure: 2.7 g of 7α-(6-chlorohexyl)-11β-fluoro-3-hydroxy-estra-1,3,5(10)-trien-17-one is dissolved in 40 ml of ethyl methyl ketone, mixed with 3.0 g of sodium iodide and stirred overnight at a bath temperature of 90° C. For working-up, the reaction mixture is cooled to room temperature, stirred into water, extracted 3 times with ethyl acetate, washed with common salt solution, dried on magnesium sulfate and concentrated by evaporation in a vacuum. 3.4 g of 11β-fluoro-3-hydroxy-7α-(6-iodohexyl)-estra-1,3... The product is C(C)(C)(C)C=1C(=CC(=C(C1)C(C(=O)O)(C)C)O)NC(=O)C1=CNC2=CC=CC=C2C1=O (2-(5-tert-butyl-2-hydroxy-4-(4-oxo-1,4-dihydroquinoline-3-carboxamido)phenyl)-2-methylpropanoic acid). Reported procedure: To a stirred solution of compound 21 (0.9 g, 2.45 mmol) in MeOH (50 mL) was added NaOH (1.5 g, 37.5 mmol) at 0° C. After stirring for 16 hours at 40° C., the solvent was evaporated in vacuo, then the residue was dissolved in H2O (50 ml). The precipitate was filtered and the filtrate was washed with DCM (100 mL×1) and ethyl acetate (100 mL×1). The aqueous layer was acidified with 2N HCl to pH 1-2. The precipitate was filtered and washed with H2O (80 mL) and heptane (50 mL). It was dried in vacuo ... Reactants: C(C)(C)(C)C=1C(=CC2=C(C(C(O2)=O)(C)C)C1)NC(=O)C1=CNC2=CC=CC=C2C1=O (N-(5-tert-butyl-3,3-dimethyl-2-oxo-2,3-dihydrobenzofuran-6-yl)-4-oxo-1,4-dihydroquinoline-3-carboxamide), [OH-].[Na+] (NaOH). Reaction SMILES: [C:1]([C:5]1[C:6]([NH:17][C:18]([C:20]2[C:29](=[O:30])[C:28]3[C:23](=[CH:24][CH:25]=[CH:26][CH:27]=3)[NH:22][CH:21]=2)=[O:19])=[CH:7][C:8]2[O:12][C:11](=[O:13])[C:10]([CH3:15])([CH3:14])[C:9]=2[CH:16]=1)([CH3:4])([CH3:3])[CH3:2].[OH-:31].[Na+]>CO>[C:1]([C:5]1[C:6]([NH:17][C:18]([C:20]2[C:29](=[O:30])[C:28]3[C:23](=[CH:24][CH:25]=[CH:26][CH:27]=3)[NH:22][CH:21]=2)=[O:19])=[CH:7][C:8]([OH:31])=[C:9]([C:10]([CH3:15])([CH3:14])[C:11]([OH:12])=[O:13])[CH:16]=1)([CH3:4])([CH3:2])[CH3:3] |f:1.2|. Run at temperature 40 celsius, time 16 hour. Run in CO (MeOH). Starting materials: O=C([O-])[O-], CO, CNc1cc(CCNC(=O)C(F)(F)F)ccc1OC, [K+], [K+], O. Yields the product CNc1cc(CCN)ccc1OC. RXN SMILES: [C:20](=[O:21])([O-:22])[O-:23].[CH3:26][OH:27].[F:1][C:2]([F:3])([F:4])[C:18]([NH:5][CH2:6][CH2:7][c:8]1[cH:9][c:10]([NH:16][CH3:17])[c:11]([O:14][CH3:15])[cH:12][cH:13]1)=[O:19].[K+:24].[K+:25].[OH2:28]>>[NH2:5][CH2:6][CH2:7][c:8]1[cH:9][c:10]([NH:16][CH3:17])[c:11]([O:14][CH3:15])[cH:12][cH:13]1. Reactants: O1C(OCCC1)C=1C=CC(=NC1)C1=CC2=NC=CC(=C2S1)OC1=C(C=C(C=C1)[N+](=O)[O-])F (2-(5-(1,3-Dioxan-2-yl)pyridin-2-yl)-7-(2-fluoro-4-nitrophenoxy)thieno[3,2-b]pyridine). Run in C(C)(=O)O (acetic acid), O (water). Reaction conditions: temperature 90 celsius. Yields the product FC1=C(OC2=C3C(=NC=C2)C=C(S3)C3=NC=C(C=O)C=C3)C=CC(=C1)[N+](=O)[O-] (6-(7-(2-fluoro-4-nitrophenoxy)thieno[3,2-b]pyridin-2-yl)nicotinaldehyde). Yield: 76.5%. RXN SMILES: [O:1]1CCCO[CH:2]1[C:7]1[CH:8]=[CH:9][C:10]([C:13]2[S:21][C:20]3[C:15](=[N:16][CH:17]=[CH:18][C:19]=3[O:22][C:23]3[CH:28]=[CH:27][C:26]([N+:29]([O-:31])=[O:30])=[CH:25][C:24]=3[F:32])[CH:14]=2)=[N:11][CH:12]=1>C(O)(=O)C.O>[F:32][C:24]1[CH:25]=[C:26]([N+:29]([O-:31])=[O:30])[CH:27]=[CH:28][C:23]=1[O:22][C:19]1[CH:18]=[CH:17][N:16]=[C:15]2[CH:14]=[C:13]([C:10]3[CH:9]=[CH:8][C:7]([CH:2]=[O:1])=[CH:12][N:11]=3)[S:21][C:20]=12. Reported procedure: A suspension of 318 (2.64 g, 5.82 mmol) in 80% aqueous acetic acid (42 mL) was heated at 90° C. for 18 h. The reaction mixture was cooled to r.t. and diluted with water. The resulting precipitate was collected by suction filtration. The solid was transferred to a round-bottomed flask, the remaining water was removed by azeotropic distillation with toluene (4 times), and the solid dried in vacuo yielding 325 (1.76 g, 76%). LRMS (M+H): 396.3 The reactants are CC(CNC1=CC(=C(C#N)C=C1)C(F)(F)F)(C)C (4-[(2,2-dimethylpropyl)amino]-2-(trifluoromethyl)benzonitrile), BrCCCO[Si](C)(C)C(C)(C)C ([(3-bromopropyl)oxy](1,1-dimethylethyl)dimethylsilane). The product is CC(CN(C1=CC(=C(C#N)C=C1)C(F)(F)F)CCCO)(C)C (4-[(2,2-Dimethylpropyl)(3-hydroxypropyl)amino]-2-(trifluoromethyl)benzonitrile). As a reaction SMILES: [CH3:1][C:2]([CH3:18])([CH3:17])[CH2:3][NH:4][C:5]1[CH:12]=[CH:11][C:8]([C:9]#[N:10])=[C:7]([C:13]([F:16])([F:15])[F:14])[CH:6]=1.Br[CH2:20][CH2:21][CH2:22][O:23][Si](C(C)(C)C)(C)C>>[CH3:1][C:2]([CH3:18])([CH3:17])[CH2:3][N:4]([CH2:20][CH2:21][CH2:22][OH:23])[C:5]1[CH:12]=[CH:11][C:8]([C:9]#[N:10])=[C:7]([C:13]([F:14])([F:15])[F:16])[CH:6]=1. Procedure details: Synthesized as described in Example 1B from 4-[(2,2-dimethylpropyl)amino]-2-(trifluoromethyl)benzonitrile and [(3-bromopropyl)oxy](1,1-dimethylethyl)dimethylsilane: 1H NMR (300 MHz, CDCl3) δ 7.53 (d, J=8.9 Hz, 1H), 7.05 (d, J=2.5 Hz, 1H), 6.87 (dd, J=8.9, 2.5 Hz, 1H), 3.70 (app. bq, J=4.7 Hz, 2H), 3.62 (app. t, J=7.3 Hz, 2H), 3.27 (s, 2H), 1.87-1.75 (m, 2H), 1.47 (bt, J=4.2 Hz, 1H), 0.99 (s, 9H). Starting materials: C(C)(=O)NC1=C(CC=2SC=C(N2)C2=CC=NC=C2)C=CC=C1 (2-(o-acetamidobenzyl)-4-(4-pyridyl)thiazole), [OH-].[Na+] (sodium hydroxide). The solvent is O (water), C(Cl)Cl (methylene chloride), Cl (hydrochloric acid), C(C)O (ethanol). Yields the product NC1=C(CC=2SC=C(N2)C2=CC=NC=C2)C=CC=C1 (2-(o-aminobenzyl)-4-(4-pyridyl)thiazole). Yield: 69.5%. As a reaction SMILES: C([NH:4][C:5]1[CH:22]=[CH:21][CH:20]=[CH:19][C:6]=1[CH2:7][C:8]1[S:9][CH:10]=[C:11]([C:13]2[CH:18]=[CH:17][N:16]=[CH:15][CH:14]=2)[N:12]=1)(=O)C.[OH-].[Na+]>Cl.C(O)C.O.C(Cl)Cl>[NH2:4][C:5]1[CH:22]=[CH:21][CH:20]=[CH:19][C:6]=1[CH2:7][C:8]1[S:9][CH:10]=[C:11]([C:13]2[CH:18]=[CH:17][N:16]=[CH:15][CH:14]=2)[N:12]=1 |f:1.2|. Procedure: A solution of 2-(o-acetamidobenzyl)-4-(4-pyridyl)thiazole (2.30 g, 0.007 mol) in concentrated hydrochloric acid (2 mL) and ethanol (3 mL) was refluxed for 3 hours, allowed to cool, diluted with water (2 mL) and methylene chloride (5 mL), and basified with 2.5N sodium hydroxide. The layers were separated with the aqueous layer reextracted with chloroform (2x). The combined organic extracts were dried over potassium carbonate, concentrated, and chromatographed through a short column of silica gel ... Product: COCCC(N)C(=O)OC, Cl. As a reaction SMILES: [CH3:11][OH:12].[CH3:1][O:2][CH2:3][CH2:4][CH:5]([NH2:6])[C:7](=[O:8])[OH:9].[ClH:10].[O:13]1[CH2:14][CH2:15][O:16][CH2:17][CH2:18]1>>[CH3:1][O:2][CH2:3][CH2:4][CH:5]([NH2:6])[C:7]([O:8][CH3:11])=[O:9].[ClH:10]. The reactants are CO, COCCC(N)C(=O)O, Cl, C1COCCO1. Reactants: [C@H]1(CCC2=CC=CC=C12)NC1=NC2=CC=C(C=C2C=C1)N ((R)—N2-indan-1-yl-quinoline-2,6-diamine), C(C)(=O)OC(C)=O (acetic anhydride). Run in C(C)(=O)O (acetic acid). Conditions: time 16 hour. Yields the product [C@H]1(CCC2=CC=CC=C12)NC1=NC2=CC=C(C=C2C=C1)NC(C)=O (N-[2-((R)-Indan-1-ylamino)-quinolin-6-yl]-acetamide). The yield is 100.8%. As a reaction SMILES: [C@H:1]1([NH:10][C:11]2[CH:20]=[CH:19][C:18]3[C:13](=[CH:14][CH:15]=[C:16]([NH2:21])[CH:17]=3)[N:12]=2)[C:9]2[C:4](=[CH:5][CH:6]=[CH:7][CH:8]=2)[CH2:3][CH2:2]1.[C:22](OC(=O)C)(=[O:24])[CH3:23]>C(O)(=O)C>[C@H:1]1([NH:10][C:11]2[CH:20]=[CH:19][C:18]3[C:13](=[CH:14][CH:15]=[C:16]([NH:21][C:22](=[O:24])[CH3:23])[CH:17]=3)[N:12]=2)[C:9]2[C:4](=[CH:5][CH:6]=[CH:7][CH:8]=2)[CH2:3][CH2:2]1. Procedure details: (R)—N2-indan-1-yl-quinoline-2,6-diamine (551 mg, 2 mmol) was dissolved in acetic acid (5 mL) then acetic anhydride (378 ul, 4 mmol) was added and the mixture was stirred at for 16 h. The reaction mixture was extracted with ethyl acetate and sat. NaHCO3-sol., the organic layers were combined, dried over MgSO4, filtered and the solvents evaporated to give the title compound as a light brown foam (640 mg, 100%); MS: m/e=318.1 (M+H+).